This data is from the Open Reaction Database (ORD), a public repository of structured organic reaction records. The task is: describe an organic reaction: reactants, conditions, products, and yield The reactants are O=C([O-])[O-], CC#N, COC(=O)c1cc(Cl)ccc1O, CC(C)I, [K+], [K+]. Yields the product COC(=O)c1cc(Cl)ccc1OC(C)C. Reaction SMILES: [C:17](=[O:18])([O-:19])[O-:20].[CH3:23][C:24]#[N:25].[Cl:5][c:6]1[cH:7][cH:8][c:9]([OH:16])[c:10]([C:11](=[O:12])[O:13][CH3:14])[cH:15]1.[I:1][CH:2]([CH3:3])[CH3:4].[K+:21].[K+:22]>>[CH:2]([CH3:3])([CH3:4])[O:16][c:9]1[cH:8][cH:7][c:6]([Cl:5])[cH:15][c:10]1[C:11](=[O:12])[O:13][CH3:14]. Reactants: N1C(=CC2=CC=CC=C12)C=1C=CC(=C(C1)N)OC (5-(1H-Indol-2-yl)-2-methoxy-phenylamine), N1C(=CC2=CC=CC=C12)C=1C=CC(=C(C1)N)OC (5-(1H-indol-2-yl)-2-methoxy-phenylamine), C(=S)(Cl)Cl (thiophosgene). Reported procedure: The product from Example 1, 5-(1H-indol-2-yl)-2-methoxy-phenylamine, (4.76 g, 20 mmol) was reacted with thiophosgene (1.9 mL, 25 mmol) according to the procedure for Example 23, Step A, to give [5-(1H-indol-2-yl)-2-methoxy-phenyl]-isothiocyanate (4.55 g), as a black solid. Yields the product N1C(=CC2=CC=CC=C12)C=1C=CC(=C(C1)N=C=S)OC ([5-(1H-indol-2-yl)-2-methoxy-phenyl]-isothiocyanate). RXN SMILES: [NH:1]1[C:9]2[C:4](=[CH:5][CH:6]=[CH:7][CH:8]=2)[CH:3]=[C:2]1[C:10]1[CH:11]=[CH:12][C:13]([O:17][CH3:18])=[C:14]([NH2:16])[CH:15]=1.[C:19](Cl)(Cl)=[S:20]>>[NH:1]1[C:9]2[C:4](=[CH:5][CH:6]=[CH:7][CH:8]=2)[CH:3]=[C:2]1[C:10]1[CH:11]=[CH:12][C:13]([O:17][CH3:18])=[C:14]([N:16]=[C:19]=[S:20])[CH:15]=1. Starting materials: C1(=CC=CC=C1)N1CCNCC1.C(C1=CC=CC=C1)OC1=CC=C(OCCN2CCN(CC2)C2=CC=CC=C2)C=C1 (1-[2-(-4-benzyloxyphenoxy)ethyl]-4-phenylpiperazine phenylpiperazine), Cl (HCl). The solvent is CCO (EtOH). Product: OC1=CC=C(OCCN2CCN(CC2)C2=CC=CC=C2)C=C1 (1-[2-(4-hydroxyphenoxy)ethyl]-4-phenylpiperazine), Cl (monohydrochloride). RXN SMILES: C1(N2CCNCC2)C=CC=CC=1.C([O:20][C:21]1[CH:41]=[CH:40][C:24]([O:25][CH2:26][CH2:27][N:28]2[CH2:33][CH2:32][N:31]([C:34]3[CH:39]=[CH:38][CH:37]=[CH:36][CH:35]=3)[CH2:30][CH2:29]2)=[CH:23][CH:22]=1)C1C=CC=CC=1.[ClH:42]>CCO>[OH:20][C:21]1[CH:22]=[CH:23][C:24]([O:25][CH2:26][CH2:27][N:28]2[CH2:29][CH2:30][N:31]([C:34]3[CH:39]=[CH:38][CH:37]=[CH:36][CH:35]=3)[CH2:32][CH2:33]2)=[CH:40][CH:41]=1.[ClH:42] |f:0.1|. Reported procedure: 35.75 g of 1-[2-(-4-benzyloxyphenoxy)ethyl]-4-phenylpiperazine phenylpiperazine was added rapidly with stirring to 75 ml concentrated HCl and the mixture was heated on a steam bath for 15 minutes. During this time starting material dissolved and then a white crystalline solid began to form and eventually the reaction mixture almost solidified. The reaction was cooled to ~5° and then was diluted with 100 ml EtOH. The solids were filtered off and were washed in EtOH and ether to give 1-[2-(4-hydro... The reactants are BrC=1C(=C(C=CC1)C1=CN=CN1)OC (5-(3-bromo-2-methoxy-phenyl)-1H-imidazole), [H-].[Na+] (NaH), C[Si](C)(C)CCOCCl (SEMCl). RXN SMILES: [Br:1][C:2]1[C:3]([O:13][CH3:14])=[C:4]([C:8]2[NH:12][CH:11]=[N:10][CH:9]=2)[CH:5]=[CH:6][CH:7]=1.[H-].[Na+].[CH3:17][Si:18]([CH2:21][CH2:22][O:23][CH2:24]Cl)([CH3:20])[CH3:19]>>[Br:1][C:2]1[C:3]([O:13][CH3:14])=[C:4]([C:8]2[N:12]([CH2:24][O:23][CH2:22][CH2:21][Si:18]([CH3:20])([CH3:19])[CH3:17])[CH:11]=[N:10][CH:9]=2)[CH:5]=[CH:6][CH:7]=1 |f:1.2|. Procedure: Reaction of 5-(3-bromo-2-methoxy-phenyl)-1H-imidazole (539 mg, 3.10 mmol), NaH (60%, 120 mg, 3.00 mmol), and SEMCl (751 uL, 3.61 mmol) followed by column chromatography on silica gel (hexane/EtOAC 3:2) gave the title compound (485 mg, 60%) as a brown oil. 1H NMR (300 MHz, CDCl3) δ 0.00 (s, 9H), 0.93 (t, 2H, J=7.5 Hz), 3.52 (t, 2H, J=7.5 Hz), 3.93 (s, 3H), 5.31 (s, 2H), 6.82 (d, 1H, J=6.0 Hz), 7.31 (dd, 1H, J=9.0, 3.0 Hz), 7.63 (s, 1H), 7.66 (s, 1H), 8.36 (d, 1H, J=2.1 Hz). ES-MS m/z 385 (M+H). Yield: 40.8%. Product: BrC=1C(=C(C=CC1)C1=CN=CN1COCC[Si](C)(C)C)OC (5-(3-Bromo-2-methoxy-phenyl)-1-(2-trimethylsilanyl-ethoxymethyl)-1H-imidazole). The reactants are COC=1C(=C(C=CC1)NS(=O)(=O)C)C (N-(3-methoxy-2-methylphenyl)methanesulfonamide), C(=O)([O-])[O-].[K+].[K+] (K2CO3). Solvent: CN(C)C=O (DMF). Conditions: time 10 minute. Yields the product COC=1C(=C(C=CC1)N(S(=O)(=O)C)C)C (N-(3-Methoxy-2-methylphenyl)-N-methylmethanesulfonamide). The yield is 106.4%. RXN SMILES: [CH3:1][O:2][C:3]1[C:4]([CH3:14])=[C:5]([NH:9][S:10]([CH3:13])(=[O:12])=[O:11])[CH:6]=[CH:7][CH:8]=1.[C:15]([O-])([O-])=O.[K+].[K+]>CN(C=O)C>[CH3:1][O:2][C:3]1[C:4]([CH3:14])=[C:5]([N:9]([CH3:15])[S:10]([CH3:13])(=[O:12])=[O:11])[CH:6]=[CH:7][CH:8]=1 |f:1.2.3|. Reported procedure: A slurry of N-(3-methoxy-2-methylphenyl)methanesulfonamide 7a (Blondet, D.; Pascal, J. -C. Tetrahedron Lett. 1994, 35, 2911) (4.5 g, 20.9 mmol), K2CO3 (4.33 g, 31.4 mmol) and Mel (6.52 mL, 105 mmol) in DMF (100 mL) was stirred vigorously for 5 days. The reaction was poured onto H2O (250 mL), stirred for 10 minutes and then extracted with ether. The combined organic extracts were washed with water and brine and dried over MgSO4 to give 7b (5.10 g) after removal of the solvent. Starting materials: C(C)OC(C(C(=O)OCC)C1=C(C=C(C=C1)Br)[N+](=O)[O-])=O (2-(4-bromo-2-nitro-phenyl)-malonic acid diethyl ester), Cl (HCl), O (H2O). Run in C(C)O (Ethanol). Product: C(C)OC(CC1=C(C=C(C=C1)Br)[N+](=O)[O-])=O ((4-Bromo-2-nitro-phenyl)-acetic Acid Ethyl Ester). Isolated yield 76.0%. Reaction SMILES: Cl.[CH2:2]([O:4][C:5](=[O:22])[CH:6]([C:12]1[CH:17]=[CH:16][C:15]([Br:18])=[CH:14][C:13]=1[N+:19]([O-:21])=[O:20])C(OCC)=O)[CH3:3].O>C(O)C>[CH2:2]([O:4][C:5](=[O:22])[CH2:6][C:12]1[CH:17]=[CH:16][C:15]([Br:18])=[CH:14][C:13]=1[N+:19]([O-:21])=[O:20])[CH3:3]. Procedure details: To a stirred solution of concentrated HCl (18.00 mL) diluted to 72.00 mL with 95% Ethanol was added 2-(4-bromo-2-nitro-phenyl)-malonic acid diethyl ester (2.50 g, 6.94 mmol). The resulting mixture was then heated at reflux under N2 for 4 h. The reaction mixture was allowed to cool to ambient temperature and poured into H2O (250 mL). This aqueous mixture was then extracted with 2×150 mL of Diethyl ether. The Et2O layer was extracted with H2O and 5% NaHCO3 washed with brine, dried (MgSO4), and fil... Reaction conditions: temperature 25 celsius. The solvent is CO (methanol). Product: COC(CN1N=CN=C1)=N (1-Imino-2-(1,2,4-triazol-1-yl)ethyl Methyl Ether). Reactants: N1N=CN=C1 (1,2,4-Triazole), C[O-].[Na+] (sodium methoxide), ClCC#N (chloroacetonitrile). Reported procedure: 1,2,4-Triazole (3.45 g) was added to a sodium methoxide in methanol [prepared from sodium (1.15 g) and methanol (40 ml)], and the mixture was refluxed for 1 hour, and cooled to 25° C; chloroacetonitrile (3.78 g) was then added and the mixture was refluxed for a further 6 hours. The solution was filtered and the solvent removed in vacuo. The resultant mixture was dissolved in petroleum ether (50 ml; b.p. 40°-60° C) and the solution filtered to remove unreacted 1,2,4-triazole. Removal of the solve... RXN SMILES: [NH:1]1[CH:5]=[N:4][CH:3]=[N:2]1.[CH3:6][O-:7].[Na+].Cl[CH2:10][C:11]#[N:12]>CO>[CH3:6][O:7][C:11](=[NH:12])[CH2:10][N:1]1[CH:5]=[N:4][CH:3]=[N:2]1 |f:1.2|. Starting materials: C1(=CC=CC2=CC=CC=C12)S(=O)(=O)N[C@H](C(=O)O)CNC(C1=CC=C(C=C1)CCC(NC=1NCCCN1)=O)=O ((2S)-2-(naphthalene-1-sulfonylamino)-3-(4-(2-(1,4,5,6-tetrahydropyrimidin-2-ylcarbamoyl)-ethyl)-benzoylamino)-propionic acid), C(C)O (ethanol). Reagents/catalysts: S(O)(O)(=O)=O (sulfuric acid). Conditions: time 3 hour. Yields the product C(C)OC([C@H](CNC(C1=CC=C(C=C1)CCC(NC=1NCCCN1)=O)=O)NS(=O)(=O)C1=CC=CC2=CC=CC=C12)=O ((2S)-2-(Naphthalene-1-sulfonylamino)-3-(4-(2-(1,4,5,6-tetrahydropyrimidin-2-ylcarbamoyl)-ethyl)-benzoylamino)-propionic acid ethyl ester). RXN SMILES: [C:1]1([S:11]([NH:14][C@@H:15]([CH2:19][NH:20][C:21](=[O:39])[C:22]2[CH:27]=[CH:26][C:25]([CH2:28][CH2:29][C:30](=[O:38])[NH:31][C:32]3[NH:33][CH2:34][CH2:35][CH2:36][N:37]=3)=[CH:24][CH:23]=2)[C:16]([OH:18])=[O:17])(=[O:13])=[O:12])[C:10]2[C:5](=[CH:6][CH:7]=[CH:8][CH:9]=2)[CH:4]=[CH:3][CH:2]=1.[CH2:40](O)[CH3:41]>S(=O)(=O)(O)O>[CH2:40]([O:17][C:16](=[O:18])[C@@H:15]([NH:14][S:11]([C:1]1[C:10]2[C:5](=[CH:6][CH:7]=[CH:8][CH:9]=2)[CH:4]=[CH:3][CH:2]=1)(=[O:13])=[O:12])[CH2:19][NH:20][C:21](=[O:39])[C:22]1[CH:27]=[CH:26][C:25]([CH2:28][CH2:29][C:30](=[O:38])[NH:31][C:32]2[NH:37][CH2:36][CH2:35][CH2:34][N:33]=2)=[CH:24][CH:23]=1)[CH3:41]. Procedure: 590 mg of (2S)-2-(naphthalene-1-sulfonylamino)-3-(4-(2-(1,4,5,6-tetrahydropyrimidin-2-ylcarbamoyl)-ethyl)-benzoylamino)-propionic acid was dissolved in 80 ml of ethanol and 12 drops of concentrated sulfuric acid was added. The reaction solution was boiled for 3 hours. The solvent was removed in vacuo, the residue was dissolved in dichloromethane and washed three times with saturated aqueous sodium bicarbonate solution. The aqueous phase was extracted once with dichloromethane and the combined or... Reactants: S(O)(O)(=O)=O (sulphuric acid), FC1=CC=C(C=C1)CCC(C)=O (4-(4-Fluorophenyl)-2-butanone), C[Mg]I (methyl magnesium iodide). The solvent is CCOCC (ether), CCOCC (ether). Product: FC1=CC=C(C=C1)CCC(C)(O)C (4-(4-Fluorophenyl)-2-methyl-2-butanol). Conditions: time 5 hour. Reported procedure: 4-(4-Fluorophenyl)-2-butanone (10.0 g) in ether (30 ml) was added over 20 min. to a stirred solution of methyl magnesium iodide (0.086 mole) in ether (80 ml). The mixture was stirred at room temperature over 5 hr, then cooled and 2 M sulphuric acid (30 ml) added. The mixture was extracted with ether (5×50 ml), washed with saturated sodium bicarbonate solution, saturated brine and dried (MgSO4). The solvent was removed and the residue was distilled. The alcohol (9.4 g) b.p. 83°-85°/0.1 mm was obt... Reaction SMILES: [F:1][C:2]1[CH:7]=[CH:6][C:5]([CH2:8][CH2:9][C:10](=[O:12])[CH3:11])=[CH:4][CH:3]=1.[CH3:13][Mg]I.S(=O)(=O)(O)O>CCOCC>[F:1][C:2]1[CH:3]=[CH:4][C:5]([CH2:8][CH2:9][C:10]([CH3:13])([OH:12])[CH3:11])=[CH:6][CH:7]=1. The yield is 85.7%. Reactants: [H-].[Na+] (sodium hydride), C(OC)(OC)=O (dimethyl carbonate), S1C=CC2=C1C=CC=C2 (benzothiophene), C(C)(=O)C1=CC2=C(S1)C=C(C(=C2)OC)OC (2-acetyl-5,6-dimethoxy-benzo[b]thiophene), [H-].[K+] (potassium hydride), ice. Run in O1CCCC1 (tetrahydrofuran), O1CCCC1 (tetrahydrofuran), C(C)(=O)O (acetic acid). Product: COC(CC(=O)C1=CC2=C(S1)C=C(C(=C2)OC)OC)=O (3-(5,6-dimethoxybenzo[b]thien-2-yl)-3-oxo-propanoic acid methyl ester). Reaction SMILES: [H-].[Na+].[C:3](=[O:8])([O:6][CH3:7])OC.[C:9]([C:12]1[S:16][C:15]2[CH:17]=[C:18]([O:23][CH3:24])[C:19]([O:21][CH3:22])=[CH:20][C:14]=2[CH:13]=1)(=[O:11])[CH3:10].S1C2C=CC=CC=2C=C1.[H-].[K+]>O1CCCC1.C(O)(=O)C>[CH3:7][O:6][C:3](=[O:8])[CH2:10][C:9]([C:12]1[S:16][C:15]2[CH:17]=[C:18]([O:23][CH3:24])[C:19]([O:21][CH3:22])=[CH:20][C:14]=2[CH:13]=1)=[O:11] |f:0.1,5.6|. Procedure details: A mixture of sodium hydride (60% dispersion in oil, 10.9 g) and dimethyl carbonate (18.7 ml) in dry tetrahydrofuran (210 ml) was stirred and heated at reflux under an atmosphere of nitrogen. A solution of 2-acetyl-5,6-dimethoxy-benzo[b]thiophene (21.0 g) in dry tetrahydrofuran (315 ml) was added dropwise over 30 min. Shortly after the addition of the benzothiophene solution had commenced potassium hydride (22.7% dispersion in oil) was added to initiate the reaction (sufficient to cause a permane...